Dataset: the Open Reaction Database (ORD), a public repository of structured organic reaction records. Task: describe an organic reaction: reactants, conditions, products, and yield The reactants are O=C(O)c1cccc(B(O)O)c1, CNC(=O)c1c(-c2ccc(F)cc2)nc2ccc(Br)cn12, O=C([O-])[O-], Cl, [Cs+], [Cs+], C1COCCO1, O, c1ccc(P(c2ccccc2)(c2ccccc2)[Pd](P(c2ccccc2)(c2ccccc2)c2ccccc2)(P(c2ccccc2)(c2ccccc2)c2ccccc2)P(c2ccccc2)(c2ccccc2)c2ccccc2)cc1. Product: CNC(=O)c1c(-c2ccc(F)cc2)nc2ccc(-c3cccc(C(=O)O)c3)cn12. Reaction SMILES: [B:22]([OH:23])([OH:24])[c:25]1[cH:26][c:27]([C:28](=[O:29])[OH:30])[cH:31][cH:32][cH:33]1.[Br:1][c:2]1[cH:3][cH:4][c:5]2[n:6]([cH:7]1)[c:8]([C:18](=[O:19])[NH:20][CH3:21])[c:9](-[c:11]1[cH:12][cH:13][c:14]([F:17])[cH:15][cH:16]1)[n:10]2.[C:34](=[O:35])([O-:36])[O-:37].[ClH:40].[Cs+:38].[Cs+:39].[O:119]1[CH2:120][CH2:121][O:122][CH2:123][CH2:124]1.[OH2:118].[cH:41]1[cH:42][cH:43][c:44]([P:45]([Pd:46]([P:47]([c:48]2[cH:49][cH:50][cH:51][cH:52][cH:53]2)([c:54]2[cH:55][cH:56][cH:57][cH:58][cH:59]2)[c:60]2[cH:61][cH:62][cH:63][cH:64][cH:65]2)([P:66]([c:67]2[cH:68][cH:69][cH:70][cH:71][cH:72]2)([c:73]2[cH:74][cH:75][cH:76][cH:77][cH:78]2)[c:79]2[cH:80][cH:81][cH:82][cH:83][cH:84]2)[P:85]([c:86]2[cH:87][cH:88][cH:89][cH:90][cH:91]2)([c:92]2[cH:93][cH:94][cH:95][cH:96][cH:97]2)[c:98]2[cH:99][cH:100][cH:101][cH:102][cH:103]2)([c:104]2[cH:105][cH:106][cH:107][cH:108][cH:109]2)[c:110]2[cH:111][cH:112][cH:113][cH:114][cH:115]2)[cH:116][cH:117]1>>[c:2]1(-[c:25]2[cH:26][c:27]([C:28](=[O:29])[OH:30])[cH:31][cH:32][cH:33]2)[cH:3][cH:4][c:5]2[n:6]([cH:7]1)[c:8]([C:18](=[O:19])[NH:20][CH3:21])[c:9](-[c:11]1[cH:12][cH:13][c:14]([F:17])[cH:15][cH:16]1)[n:10]2. The reactants are solution, [OH-].[Na+] (NaOH), C1(CCCCC1)C=1C2=C(NC1C1=CC=CC=C1)SC(=C2)C(=O)OCC (ethyl 4-cyclohexyl-5-phenyl-6H-thieno[2,3-b]pyrrole-2-carboxylate), [H-].[Na+] (NaH), ClCC(=O)N(C)C (2-chloro-N,N-dimethylacetamide). The solvent is CCOC(=O)C (AcOEt), Cl (HCl), CN(C)C=O (DMF). Run at time 30 minute. The product is C1(CCCCC1)C=1C2=C(N(C1C1=CC=CC=C1)CC(=O)N(C)C)SC(=C2)C(=O)O (4-cyclohexyl-6-[2-(dimethylamino)-2-oxoethyl]-5-phenyl-6H-thieno[2,3-b]pyrrole-2-carboxylic acid). The yield is 27.0%. Reaction SMILES: [CH:1]1([C:7]2[C:8]3[CH:20]=[C:19]([C:21]([O:23]CC)=[O:22])[S:18][C:9]=3[NH:10][C:11]=2[C:12]2[CH:17]=[CH:16][CH:15]=[CH:14][CH:13]=2)[CH2:6][CH2:5][CH2:4][CH2:3][CH2:2]1.[H-].[Na+].Cl[CH2:29][C:30]([N:32]([CH3:34])[CH3:33])=[O:31].[OH-].[Na+]>CN(C=O)C.CCOC(C)=O.Cl>[CH:1]1([C:7]2[C:8]3[CH:20]=[C:19]([C:21]([OH:23])=[O:22])[S:18][C:9]=3[N:10]([CH2:29][C:30]([N:32]([CH3:34])[CH3:33])=[O:31])[C:11]=2[C:12]2[CH:13]=[CH:14][CH:15]=[CH:16][CH:17]=2)[CH2:2][CH2:3][CH2:4][CH2:5][CH2:6]1 |f:1.2,4.5|. Procedure details: A solution (0.5 M) of ethyl 4-cyclohexyl-5-phenyl-6H-thieno[2,3-b]pyrrole-2-carboxylate in DMF was treated with NaH (2 eq., 60% dispersion in mineral oil), and the suspension was stirred at RT for 30 min, then 2-chloro-N,N-dimethylacetamide (3 eq.) was added. The reaction mixture was heated at 50° C. for 1 h and 25 min. After cooling down, it was diluted with AcOEt and aqueous HCl (1 M) was added. The aqueous phase was separated and extracted with AcOEt. The combined organic phase was washed seq... Starting materials: OC=1C=C(OC2=CC=CC3=C(C=CC=C23)OC2=CC(=C(C=C2)[N+](=O)[O-])O)C=CC1[N+](=O)[O-] (1,5-bis(3-hydroxy-4-nitrophenoxy)naphthalene), [K+].[Br-] (KBr). The product is NC1=C(C=C(OC2=CC=CC3=C(C=CC=C23)OC2=CC(=C(C=C2)N)O)C=C1)O (1,5-Bis(4-amino-3-hydroxyphenoxy)naphthalene). Yield: 78.9%. As a reaction SMILES: [OH:1][C:2]1[CH:3]=[C:4]([CH:27]=[CH:28][C:29]=1[N+:30]([O-])=O)[O:5][C:6]1[C:15]2[C:10](=[C:11]([O:16][C:17]3[CH:22]=[CH:21][C:20]([N+:23]([O-])=O)=[C:19]([OH:26])[CH:18]=3)[CH:12]=[CH:13][CH:14]=2)[CH:9]=[CH:8][CH:7]=1.[K+].[Br-]>>[NH2:23][C:20]1[CH:21]=[CH:22][C:17]([O:16][C:11]2[C:10]3[C:15](=[C:6]([O:5][C:4]4[CH:27]=[CH:28][C:29]([NH2:30])=[C:2]([OH:1])[CH:3]=4)[CH:7]=[CH:8][CH:9]=3)[CH:14]=[CH:13][CH:12]=2)=[CH:18][C:19]=1[OH:26] |f:1.2|. Reported procedure: 1,5-Bis(4-amino-3-hydroxyphenoxy)naphthalene was synthesized in a manner analogous to Example 2 from 1,5-bis(3-hydroxy-4-nitrophenoxy)naphthalene. Yield: 78.9%; mp 251˜253° C., IR (KBr) 3292, 3365, 1498 cm−1; MS (EI) m/z 374 (M+, 100); Elemental Anal. Calcd. for C22H18N2O4: C, 70.59; H, 4.81; N, 7.49. Found: C, 70.48; H, 4.88; N, 7.46. Starting materials: CC(=O)O, CN(C)CC#Cc1ccc([N+](=O)[O-])cc1C(F)(F)F, CCO, [Fe], N, O. The product is CN(C)CC#Cc1ccc(N)cc1C(F)(F)F. Reaction SMILES: [C:20]([OH:21])(=[O:22])[CH3:23].[CH3:1][N:2]([CH2:3][C:4]#[C:5][c:6]1[c:7]([C:15]([F:16])([F:17])[F:18])[cH:8][c:9]([N+:12]([O-:13])=[O:14])[cH:10][cH:11]1)[CH3:19].[CH3:27][CH2:28][OH:29].[Fe:26].[NH3:25].[OH2:24]>>[CH3:1][N:2]([CH2:3][C:4]#[C:5][c:6]1[c:7]([C:15]([F:16])([F:17])[F:18])[cH:8][c:9]([NH2:12])[cH:10][cH:11]1)[CH3:19]. Starting materials: ClC1=C(OCC(=O)O)C=CC(=C1Cl)C(C)=O ((2,3-Dichloro-4-acetylphenoxy)acetic acid), CC(=O)OCC1=C2C=CC=CC2=C(C3=CC=CC=C31)COC(=O)C (acetic), Cl.CNC (dimethylamine hydrochoride), C=O (paraformaldehyde). The solvent is C(C)O (ethanol). Yields the product Cl.ClC1=C(OCC(=O)O)C=CC(=C1Cl)C(CCN(C)C)=O ([2,3-dichloro-4-(3-dimethylaminopropionyl)phenoxy]acetic acid hydrochloride). As a reaction SMILES: [Cl:1][C:2]1[C:12]([Cl:13])=[C:11]([C:14](=[O:16])[CH3:15])[CH:10]=[CH:9][C:3]=1[O:4][CH2:5][C:6]([OH:8])=[O:7].Cl.[CH3:18][NH:19][CH3:20].C=O.[CH3:23]C(OCC1C2C(=CC=CC=2)C(COC(C)=O)=C2C=1C=CC=C2)=O>C(O)C>[ClH:1].[Cl:1][C:2]1[C:12]([Cl:13])=[C:11]([C:14](=[O:16])[CH2:15][CH2:18][N:19]([CH3:23])[CH3:20])[CH:10]=[CH:9][C:3]=1[O:4][CH2:5][C:6]([OH:8])=[O:7] |f:1.2,6.7|. Procedure: (2,3-Dichloro-4-acetylphenoxy)acetic acid (U.S. Pat. No. 3,453,312) (7.89 g, 0.03 mole), dimethylamine hydrochoride (2.34 g, 0.03 mole), paraformaldehyde (1.05 g, 0.033 mol. equiv.) and glacial acetic (1 ml) were combined and heated on a steam bath for two hours. The reaction mixture was treated with hot ethanol (50 ml) and then cooled. The white solid was separated by filtration, washed with ethanol, dried and recrystallized from a mixture of ethanol and ether to give [2,3-dichloro-4-(3-dimethy...